From a dataset of the Open Reaction Database (ORD), a public repository of structured organic reaction records. describe an organic reaction: reactants, conditions, products, and yield Reactants: CCOC(=O)N1c2cc(OC)c(OC)cc2C(=O)CC1C, CC(=O)[O-], CCO, Cl, NO, [Na+], O. Yields the product CCOC(=O)N1c2cc(OC)c(OC)cc2C(=NO)CC1C. As a reaction SMILES: [CH2:1]([CH3:2])[O:3][C:4](=[O:5])[N:6]1[CH:7]([CH3:21])[CH2:8][C:9](=[O:20])[c:10]2[cH:11][c:12]([O:18][CH3:19])[c:13]([O:16][CH3:17])[cH:14][c:15]21.[CH3:26][C:27](=[O:28])[O-:29].[CH3:31][CH2:32][OH:33].[ClH:22].[NH2:23][OH:24].[Na+:25].[OH2:30]>>[CH2:1]([CH3:2])[O:3][C:4](=[O:5])[N:6]1[CH:7]([CH3:21])[CH2:8][C:9](=[N:23][OH:24])[c:10]2[cH:11][c:12]([O:18][CH3:19])[c:13]([O:16][CH3:17])[cH:14][c:15]21. As a reaction SMILES: [BH4-:22].[CH3:18][C:19](=[O:20])[O-:21].[CH3:24][OH:25].[NH2:1][c:2]1[cH:3][cH:4][c:5]([CH3:9])[c:6]([OH:8])[cH:7]1.[Na+:17].[Na+:23].[o:10]1[c:11]([CH:15]=[O:16])[cH:12][cH:13][cH:14]1>>[N:1]([c:2]1[cH:3][cH:4][c:5]([CH3:9])[c:6]([OH:8])[cH:7]1)([c:11]1[o:10][cH:14][cH:13][cH:12]1)[CH3:18]. Product: Cc1ccc(N(C)c2ccco2)cc1O. Starting materials: [BH4-], CC(=O)[O-], CO, Cc1ccc(N)cc1O, [Na+], [Na+], O=Cc1ccco1. Reactants: ClCC(=O)NC=1SC=C(N1)C(C(=O)N[C@@H]1C(N([C@H]1SC1=CC=CC=C1)S(=O)(=O)[O-])=O)=NOC.[Na+] (sodium (3R,4S)-3-[2-(2-chloroacetamidothiazol-4-yl)2-methoxyiminoacetamido]-4-phenylthio-2-oxoazetidine-1-sulfonate), CSC(N)=S.[Na] (sodium monomethyldithiocarbamate). Run in O (water). Run at time 1.5 hour. The product is NC=1SC=C(N1)C(C(=O)N[C@@H]1C(N([C@H]1SC1=CC=CC=C1)S(=O)(=O)[O-])=O)=NOC.[Na+] (sodium (3R,4S)-3-[2-(2-aminothiazol-4-yl)-2-methoxyiminoacetamido]-4-phenylthio-2-oxoazetidine-1-sulfonate). The yield is 49.5%. Reaction SMILES: ClCC([NH:5][C:6]1[S:7][CH:8]=[C:9]([C:11](=[N:31][O:32][CH3:33])[C:12]([NH:14][C@H:15]2[C@H:18]([S:19][C:20]3[CH:25]=[CH:24][CH:23]=[CH:22][CH:21]=3)[N:17]([S:26]([O-:29])(=[O:28])=[O:27])[C:16]2=[O:30])=[O:13])[N:10]=1)=O.[Na+:34].CSC(=S)N.[Na]>O>[NH2:5][C:6]1[S:7][CH:8]=[C:9]([C:11](=[N:31][O:32][CH3:33])[C:12]([NH:14][C@H:15]2[C@H:18]([S:19][C:20]3[CH:25]=[CH:24][CH:23]=[CH:22][CH:21]=3)[N:17]([S:26]([O-:29])(=[O:28])=[O:27])[C:16]2=[O:30])=[O:13])[N:10]=1.[Na+:34] |f:0.1,2.3,5.6,^1:39|. Procedure: To a solution of 0.15 g of the above sodium (3R,4S)-3-[2-(2-chloroacetamidothiazol-4-yl)2-methoxyiminoacetamido]-4-phenylthio-2-oxoazetidine-1-sulfonate in 4 ml of water is added under ice-cooling 0.039 g of sodium monomethyldithiocarbamate, and the mixture is stirred for 1.5 hours at room temperature. The procedure as Example 3B yields 0.064 g of sodium (3R,4S)-3-[2-(2-aminothiazol-4-yl)-2-methoxyiminoacetamido]-4-phenylthio-2-oxoazetidine-1-sulfonate. The reactants are COC1=CC2=C(CC(O2)COS(=O)(=O)C2=CC=C(C=C2)C)C=C1 ((RS)-toluene-4-sulfonic acid 6-methoxy-2,3-dihydro-benzofuran-2-ylmethyl ester), CC1=CC=C(CC2(CCNCC2)O)C=C1 (4-(4-methyl-benzyl)-piperidin-4-ol). Run in CN(C)C=O (DMF). Reaction conditions: temperature 130 celsius. Product: COC1=CC2=C(CC(O2)CN2CCC(CC2)(O)CC2=CC=C(C=C2)C)C=C1 ((RS)-1-(6-methoxy-2,3-dihydro-benzofuran-2-ylmethyl)-4-(4-methyl-benzyl)-piperidin-4-ol). Yield: 66.0%. RXN SMILES: [CH3:1][O:2][C:3]1[CH:23]=[CH:22][C:6]2[CH2:7][CH:8]([CH2:10]OS(C3C=CC(C)=CC=3)(=O)=O)[O:9][C:5]=2[CH:4]=1.[CH3:24][C:25]1[CH:38]=[CH:37][C:28]([CH2:29][C:30]2([OH:36])[CH2:35][CH2:34][NH:33][CH2:32][CH2:31]2)=[CH:27][CH:26]=1>CN(C=O)C>[CH3:1][O:2][C:3]1[CH:23]=[CH:22][C:6]2[CH2:7][CH:8]([CH2:10][N:33]3[CH2:34][CH2:35][C:30]([CH2:29][C:28]4[CH:27]=[CH:26][C:25]([CH3:24])=[CH:38][CH:37]=4)([OH:36])[CH2:31][CH2:32]3)[O:9][C:5]=2[CH:4]=1. Procedure: (RS)-toluene-4-sulfonic acid 6-methoxy-2,3-dihydro-benzofuran-2-ylmethyl ester (110 mg, 0.33 mmol) and 4-(4-methyl-benzyl)-piperidin-4-ol (148 mg, 0.72 mmol) were dissolved in DMF (3 ml) and heated at 130° C. for 1 h. DMF was then evaporated, the residue was dissolved in CH2Cl2 (5 ml) and washed with H2O (5 ml). Organic phase was dried over Na2SO4, and concentrated. The residue was chromatographed over SiO2 (Merck 230-400 mesh) eluting with CH2Cl2-MeOH(19:1) to provide (RS)-1-(6-methoxy-2,3-dihy... Reactants: CC(C)(C)OC(=O)N(Cc1c[nH]cn1)C1CCN(Cc2ccccc2)CC1, C[Si](C)(C)CCOCCl, CCOC(C)=O, [H-], [Na+], CN(C)C=O, O. Yields the product CC(C)(C)OC(=O)N(Cc1cn(COCC[Si](C)(C)C)cn1)C1CCN(Cc2ccccc2)CC1. As a reaction SMILES: [CH2:1]([c:2]1[cH:3][cH:4][cH:5][cH:6][cH:7]1)[N:8]1[CH2:9][CH2:10][CH:11]([N:14]([C:15]([O:16][C:17]([CH3:18])([CH3:19])[CH3:20])=[O:21])[CH2:22][c:23]2[n:24][cH:25][nH:26][cH:27]2)[CH2:12][CH2:13]1.[CH3:30][Si:31]([CH2:32][CH2:33][O:34][CH2:35][Cl:36])([CH3:37])[CH3:38].[CH3:44][CH2:45][O:46][C:47](=[O:48])[CH3:49].[H-:28].[Na+:29].[O:39]=[CH:40][N:41]([CH3:42])[CH3:43].[OH2:50]>>[CH2:1]([c:2]1[cH:3][cH:4][cH:5][cH:6][cH:7]1)[N:8]1[CH2:9][CH2:10][CH:11]([N:14]([C:15]([O:16][C:17]([CH3:18])([CH3:19])[CH3:20])=[O:21])[CH2:22][c:23]2[n:24][cH:25][n:26]([CH2:35][O:34][CH2:33][CH2:32][Si:31]([CH3:30])([CH3:37])[CH3:38])[cH:27]2)[CH2:12][CH2:13]1. Starting materials: CCCC[N+](CCCC)(CCCC)CCCC.[F-] (TBAF), CN(C1=CC(=C(C=C1)C1=CC=C(C=C1)[C@@]1(C[C@H](N(C1)C(=O)OCC[Si](C)(C)C)C(=O)OC)OC)C=C)C ((2S,4R)-2-methyl 1-(2-(trimethylsilyl)ethyl) 4-(4′-(dimethylamino)-2′-vinylbiphenyl-4-yl)-4-methoxypyrrolidine-1,2-dicarboxylate). Run in C1CCOC1 (THF). Run at time 1 hour. Product: CN(C1=CC(=C(C=C1)C1=CC=C(C=C1)[C@@]1(C[C@H](NC1)C(=O)OC)OC)C=C)C ((2S,4R)-methyl 4-(4′-(dimethylamino)-2′-vinylbiphenyl-4-yl)-4-methoxypyrrolidine-2-carboxylate). Yield: 99.8%. RXN SMILES: CCCC[N+](CCCC)(CCCC)CCCC.[F-].[CH3:19][N:20]([CH3:55])[C:21]1[CH:26]=[CH:25][C:24]([C:27]2[CH:32]=[CH:31][C:30]([C@@:33]3([O:51][CH3:52])[CH2:37][N:36](C(OCC[Si](C)(C)C)=O)[C@H:35]([C:47]([O:49][CH3:50])=[O:48])[CH2:34]3)=[CH:29][CH:28]=2)=[C:23]([CH:53]=[CH2:54])[CH:22]=1>C1COCC1>[CH3:55][N:20]([CH3:19])[C:21]1[CH:26]=[CH:25][C:24]([C:27]2[CH:28]=[CH:29][C:30]([C@@:33]3([O:51][CH3:52])[CH2:37][NH:36][C@H:35]([C:47]([O:49][CH3:50])=[O:48])[CH2:34]3)=[CH:31][CH:32]=2)=[C:23]([CH:53]=[CH2:54])[CH:22]=1 |f:0.1|. Procedure details: TBAF (1.0M in THF, 1.7 mL, 1.7 mmol) was added to a solution of (2S,4R)-2-methyl 1-(2-(trimethylsilyl)ethyl) 4-(4′-(dimethylamino)-2′-vinylbiphenyl-4-yl)-4-methoxypyrrolidine-1,2-dicarboxylate (231 mg, 0.440 mmol) in THF (5 mL) and stirred at r.t. for 1 hr. The reaction was evaporated to give crude (2S,4R)-methyl 4-(4′-(dimethylamino)-2′-vinylbiphenyl-4-yl)-4-methoxypyrrolidine-2-carboxylate (167 mg, 0.439 mmol, 100% yield) as an orange oil used directly in next steps with no purification. LCMS:... Reactants: NCC(CP(OCC)(=O)C(OCC)OCC)C1=CC=C(C=C1)C (ethyl 3-amino-2-(4-methylphenyl)propyl(diethoxymethyl)phosphinate). Run in Cl (hydrochloric acid). Product: NCC(CP(O)O)C1=CC=C(C=C1)C (3-amino-2-(4-methylphenyl)propylphosphonous acid). RXN SMILES: [NH2:1][CH2:2][CH:3]([C:17]1[CH:22]=[CH:21][C:20]([CH3:23])=[CH:19][CH:18]=1)[CH2:4][P:5](C(OCC)OCC)(=[O:9])[O:6]CC>Cl>[NH2:1][CH2:2][CH:3]([C:17]1[CH:18]=[CH:19][C:20]([CH3:23])=[CH:21][CH:22]=1)[CH2:4][P:5]([OH:9])[OH:6]. Procedure details: A solution of 3.7 g of ethyl 3-amino-2-(4-methylphenyl)propyl(diethoxymethyl)phosphinate in 40 ml of 36% aqueous hydrochloric acid is heated to reflux for a period of 1 h. The reaction mixture is then allowed to cool to room temperature, concentrated under reduced pressure and co-evaporated twice with 20 ml of water under reduced pressure. The crude product is dissolved in 20 ml of water, washed twice with 20 ml of diethyl ether and the aqueous layer is then separated and evaporated under reduce... Starting materials: CON, CCCCC(=O)c1cc(C#N)c(=O)[nH]c1C, CCO, Cl, c1ccncc1. The product is CCCCC(=NOC)c1cc(C#N)c(=O)[nH]c1C. Reaction SMILES: [CH3:18][O:19][NH2:20].[CH3:1][c:2]1[c:3]([C:11]([CH2:12][CH2:13][CH2:14][CH3:15])=[O:16])[cH:4][c:5]([C:9]#[N:10])[c:6](=[O:8])[nH:7]1.[CH3:27][CH2:28][OH:29].[ClH:17].[cH:21]1[cH:22][cH:23][n:24][cH:25][cH:26]1>>[CH3:1][c:2]1[c:3]([C:11]([CH2:12][CH2:13][CH2:14][CH3:15])=[N:20][O:19][CH3:18])[cH:4][c:5]([C:9]#[N:10])[c:6](=[O:8])[nH:7]1. Reactants: NC=1C=C(C=CC1)C1=NN=NN1 (5-(3-aminophenyl)tetrazole), BrC1=CC=C(S1)S(=O)(=O)Cl (5-bromothiophene-2-sulfonyl chloride), N1=CC=CC=C1 (pyridine). Solvent: C(Cl)Cl (CH2Cl2). The product is BrC1=CC=C(S1)S(=O)(=O)NC1=CC(=CC=C1)C1=NN=NN1 (5-Bromo-N-[3-(1H-tetrazol-5-yl)phenyl]thiophene-2-sulfonamide). As a reaction SMILES: [NH2:1][C:2]1[CH:3]=[C:4]([C:8]2[NH:12][N:11]=[N:10][N:9]=2)[CH:5]=[CH:6][CH:7]=1.[Br:13][C:14]1[S:18][C:17]([S:19](Cl)(=[O:21])=[O:20])=[CH:16][CH:15]=1.N1C=CC=CC=1>C(Cl)Cl>[Br:13][C:14]1[S:18][C:17]([S:19]([NH:1][C:2]2[CH:7]=[CH:6][CH:5]=[C:4]([C:8]3[NH:12][N:11]=[N:10][N:9]=3)[CH:3]=2)(=[O:21])=[O:20])=[CH:16][CH:15]=1. Procedure: A solution of 5-(3-aminophenyl)tetrazole (8.1 mg, 0.05 mmol), 5-bromothiophene-2-sulfonyl chloride (14 mg, 0.055 mmol) and pyridine (12 μL, 0.015 mmol) in CH2Cl2 (200 μL) was stirred at room temperature over night. The title compound was obtained after purification by preparative HPLC (16.7 mg, 43%). MS (ESI+) m/z 386 [M+H]+. The procedure was repeated on a larger scale with a modified purification method (flash chromatography, 10% MeOH in CH2Cl2), giving enough of the title compound to be used ...